This data is from the Open Reaction Database (ORD), a public repository of structured organic reaction records. The task is: describe an organic reaction: reactants, conditions, products, and yield The reactants are OC[C@H](COC)NC(OC(C)(C)C)=O (tert-butyl [(2R)-1-hydroxy-3-methoxypropan-2-yl]carbamate), O1CCCC1 (tetrahydrofuran), solution, CC(C)([O-])C.[K+] (potassium t-butoxide), O1CCCC1 (tetrahydrofuran). Run in O (Water). Run at time 2 hour. Yields the product COC[C@@H]1NC(OC1)=O ((4S)-4-(Methoxymethyl)-1,3-oxazolidin-2-one). Reaction SMILES: OC[C@@H:3]([NH:7][C:8](=[O:14])[O:9][C:10](C)(C)C)[CH2:4][O:5][CH3:6].O1CCCC1.CC(C)([O-])C.[K+]>O>[CH3:6][O:5][CH2:4][C@H:3]1[CH2:10][O:9][C:8](=[O:14])[NH:7]1 |f:2.3|. Procedure: To a stirred solution of tert-butyl [(2R)-1-hydroxy-3-methoxypropan-2-yl]carbamate (synthesized according to the procedure described in Sowinski, J. A.; Toogood, P. L. J. Org. Chem. (1996), 61(22), 7671-7676) (8.3 g, 40.4 mmol) tetrahydrofuran (100 mL), 1M solution of potassium t-butoxide in tetrahydrofuran (80.9 mL, 80.9 mmol) was added dropwise at 0° C. and the mixture was stirred at the room temperature for 2 hours. Water (20 ml) was added to the reaction mixture and extracted with ethyl acet...